Dataset: the Open Reaction Database (ORD), a public repository of structured organic reaction records. Task: describe an organic reaction: reactants, conditions, products, and yield Reactants: N1=CC(=CC=C1)CO (3-pyridinemethanol), BrC(C(=O)OC(C)(C)C)C (tert-butyl 2-bromopropionate), O (water), [H-].[Na+] (sodium hydride). Solvent: C1CCOC1 (THF), C1CCOC1 (THF), C1CCOC1 (THF). Product: N1=CC(=CC=C1)COCC(=O)OC(C)(C)C (tert-butyl (pyridin-3-yl)methoxyacetate). Yield: 59.9%. RXN SMILES: [H-].[Na+].[N:3]1[CH:8]=[CH:7][CH:6]=[C:5]([CH2:9][OH:10])[CH:4]=1.Br[CH:12](C)[C:13]([O:15][C:16]([CH3:19])([CH3:18])[CH3:17])=[O:14].O>C1COCC1>[N:3]1[CH:8]=[CH:7][CH:6]=[C:5]([CH2:9][O:10][CH2:12][C:13]([O:15][C:16]([CH3:19])([CH3:18])[CH3:17])=[O:14])[CH:4]=1 |f:0.1|. Procedure details: To a suspension of 1.24 g of sodium hydride (60% oil dispersion; 31 mmol) in 90 mL of THF were added dropwise 3.27 g of 3-pyridinemethanol (30 mmol) in 10 mL of dry THF at room temperature over 5 min. The resulting white suspension was stirred at room temperature for an hour, to which was then added dropwise 6.27 g of tert-butyl 2-bromopropionate (30 mmol) in 10 mL of dry THF at room temperature over 5 min. The mixture was stirred at room temperature for 11.5 hours. After adding water, the mixtu... The reactants are C(=O)(O)[O-].[Na+] (NaHCO3), C[C@@H]1N(CCNC1)C(=O)OC(C)(C)C (1,1-dimethylethyl (2S)-2-methyl-1-piperazinecarboxylate), CCN(C(C)C)C(C)C (DIPEA), BrC1=C(C=CC(=C1)C(F)(F)F)S(=O)(=O)Cl (2-bromo-4-(trifluoromethyl)benzenesulfonyl chloride). Run in CCOC(=O)C (EtOAc), C(Cl)Cl (DCM). Run at temperature 0 celsius, time 2 hour. The product is BrC1=C(C=CC(=C1)C(F)(F)F)S(=O)(=O)N1C[C@@H](N(CC1)C(=O)OC(C)(C)C)C (1,1-dimethylethyl (2S)-4-{[2-bromo-4-(trifluoromethyl)phenyl]sulfonyl}-2-methyl-1-piperazinecarboxylate). Isolated yield 80.8%. Reaction SMILES: [CH3:1][C@H:2]1[CH2:7][NH:6][CH2:5][CH2:4][N:3]1[C:8]([O:10][C:11]([CH3:14])([CH3:13])[CH3:12])=[O:9].CCN(C(C)C)C(C)C.[Br:24][C:25]1[CH:30]=[C:29]([C:31]([F:34])([F:33])[F:32])[CH:28]=[CH:27][C:26]=1[S:35](Cl)(=[O:37])=[O:36].C([O-])(O)=O.[Na+]>C(Cl)Cl.CCOC(C)=O>[Br:24][C:25]1[CH:30]=[C:29]([C:31]([F:33])([F:32])[F:34])[CH:28]=[CH:27][C:26]=1[S:35]([N:6]1[CH2:5][CH2:4][N:3]([C:8]([O:10][C:11]([CH3:13])([CH3:12])[CH3:14])=[O:9])[C@@H:2]([CH3:1])[CH2:7]1)(=[O:37])=[O:36] |f:3.4|. Procedure: To a solution of 1,1-dimethylethyl (2S)-2-methyl-1-piperazinecarboxylate (1.20 g, 5.99 mmol) and DIPEA (5.45 ml, 31.2 mmol) in dry DCM (60 ml) at 0° C. under Ar was added 2-bromo-4-(trifluoromethyl)benzenesulfonyl chloride (2.04 g, 6.29 mmol) and the resulting clear solution stirred at 0° C. for 2 h. EtOAc (100 ml) and saturated aqueous NaHCO3 (100 ml) were added, the layers separated, then the organic layers washed with 2M aqueous HCl (100 ml) and passed through an hydrophobic frit. The solvent...